This data is from the Open Reaction Database (ORD), a public repository of structured organic reaction records. The task is: describe an organic reaction: reactants, conditions, products, and yield Reactants: C(C)(C)C=1C=C(C=CC1)NC1=C(C=NC2=CC=C(C=C12)[N+](=O)[O-])C#N (4-[(3-isopropylphenyl)amino]-6-nitro-3-quinolinecarbonitrile), NN (hydrazine). The reagents and catalysts are [Pd] (palladium on carbon). Solvent: C(C)O (ethanol). Conditions: time 1.5 hour. The product is NC=1C=C2C(=C(C=NC2=CC1)C#N)NC1=CC(=CC=C1)C(C)C (6-Amino-4-[(3-isopropylphenyl)amino]-3-quinolinecarbonitrile). Isolated yield 98.1%. RXN SMILES: [CH:1]([C:4]1[CH:5]=[C:6]([NH:10][C:11]2[C:20]3[C:15](=[CH:16][CH:17]=[C:18]([N+:21]([O-])=O)[CH:19]=3)[N:14]=[CH:13][C:12]=2[C:24]#[N:25])[CH:7]=[CH:8][CH:9]=1)([CH3:3])[CH3:2].NN>[Pd].C(O)C>[NH2:21][C:18]1[CH:19]=[C:20]2[C:15](=[CH:16][CH:17]=1)[N:14]=[CH:13][C:12]([C:24]#[N:25])=[C:11]2[NH:10][C:6]1[CH:7]=[CH:8][CH:9]=[C:4]([CH:1]([CH3:3])[CH3:2])[CH:5]=1. Reported procedure: Added 0.5 g 10% palladium on carbon to a flask under N2 and covered with 250 ml ethanol. To this added 4.818 g (14.5 mmol) 4-[(3-isopropylphenyl)amino]-6-nitro-3-quinolinecarbonitrile and 1.14 ml (36.2 mmol) anhydrous hydrazine and heated to reflux. At 1.5 hours, filtered hot mixture through celite, stripped solvent, and dried in vacuo, giving 4.30 g of yellow solid: mass spectrum (electrospray m/e): M+H=303.1. Reactants: CC(C)(C)OC(=O)N1CCC(COCc2cc(Br)cc3cnn(COCC[Si](C)(C)C)c23)(c2ccccc2)CC1, [Li]C(C)(C)C, C1CCOC1. Yields the product CC(C)(C)OC(=O)N1CCC(COCc2cccc3cnn(COCC[Si](C)(C)C)c23)(c2ccccc2)CC1. Reaction SMILES: [Br:1][c:2]1[cH:3][c:4]2[cH:5][n:6][n:7]([CH2:33][O:34][CH2:35][CH2:36][Si:37]([CH3:38])([CH3:39])[CH3:40])[c:8]2[c:9]([CH2:11][O:12][CH2:13][C:14]2([c:27]3[cH:28][cH:29][cH:30][cH:31][cH:32]3)[CH2:15][CH2:16][N:17]([C:20](=[O:21])[O:22][C:23]([CH3:24])([CH3:25])[CH3:26])[CH2:18][CH2:19]2)[cH:10]1.[C:41]([Li:42])([CH3:43])([CH3:44])[CH3:45].[O:46]1[CH2:47][CH2:48][CH2:49][CH2:50]1>>[cH:2]1[cH:3][c:4]2[cH:5][n:6][n:7]([CH2:33][O:34][CH2:35][CH2:36][Si:37]([CH3:38])([CH3:39])[CH3:40])[c:8]2[c:9]([CH2:11][O:12][CH2:13][C:14]2([c:27]3[cH:28][cH:29][cH:30][cH:31][cH:32]3)[CH2:15][CH2:16][N:17]([C:20](=[O:21])[O:22][C:23]([CH3:24])([CH3:25])[CH3:26])[CH2:18][CH2:19]2)[cH:10]1.